This data is from the Open Reaction Database (ORD), a public repository of structured organic reaction records. The task is: describe an organic reaction: reactants, conditions, products, and yield Reactants: C1=CN(C=N1)C(=O)N2C=CN=C2 (CDI), C(CC\C=C\C)O (trans-4-hexen-1-ol), C(C)(C)(C)OC(=O)NCC(=O)O (N-(t-butoxycarbonyl)glycine). Run in CC(C)(C)OC (TBME), CC(C)(C)OC (TBME). Conditions: temperature 40 celsius. Yields the product C(CC\C=C\C)OC(CNC(=O)OC(C)(C)C)=O ((E)-hex-4-en-1-yl2-((tert-butoxycarbonyl)amino)acetate). As a reaction SMILES: C1N=CN(C(N2C=NC=C2)=O)C=1.[C:13]([O:17][C:18]([NH:20][CH2:21][C:22]([OH:24])=[O:23])=[O:19])([CH3:16])([CH3:15])[CH3:14].[CH2:25](O)[CH2:26][CH2:27]/[CH:28]=[CH:29]/[CH3:30]>CC(OC)(C)C>[CH2:30]([O:23][C:22](=[O:24])[CH2:21][NH:20][C:18]([O:17][C:13]([CH3:16])([CH3:14])[CH3:15])=[O:19])[CH2:29][CH2:28]/[CH:27]=[CH:26]/[CH3:25]. Procedure details: To a vessel maintained at 40° C. was charged CDI (2.75 g, 0.95 eq) and TBME (9 mL). To this mixture was added with stirring a solution of N-(t-butoxycarbonyl)glycine (3.1 g, 1.0 eq) dissolved in TBME (12 mL) over 30 min. Stirring was continued for an additional 30 min, whereupon trans-4-hexen-1-ol (1.7 g, 0.95 eq) was added over 30 min. The mixture was maintained with stirring at 40° C. for an additional 3.5 h, then cooled to ambient temperature and stirred a further 14 h. The mixture was washed... Product: CN1C(=NC2=C1C=CC(=C2)N(CC(=O)O)C(C2=CC=CC=C2)=O)CNC2=CC=C(C=C2)C(N)=N (1-methyl-2-[N-(4-amidinophenyl)-aminomethyl]-5-[N-(hydroxycarbonylmethyl)-benzoylamino]-benzimidazole). Reactants: CN1C(=NC2=C1C=CC(=C2)N(CC(=O)OCC)C(C2=CC=CC=C2)=O)CNC2=CC=C(C=C2)C(N)=N (1-methyl-2-[N-(4-amidinophenyl)-aminomethyl]-5-[N-(ethoxycarbonylmethyl)-benzoylamino]-benzimidazole), [OH-].[Na+] (sodium hydroxide). Reported procedure: Prepared analogously to Example 3 from 1-methyl-2-[N-(4-amidinophenyl)-aminomethyl]-5-[N-(ethoxycarbonylmethyl)-benzoylamino]-benzimidazole and sodium hydroxide solution. RXN SMILES: [CH3:1][N:2]1[C:6]2[CH:7]=[CH:8][C:9]([N:11]([C:18](=[O:25])[C:19]3[CH:24]=[CH:23][CH:22]=[CH:21][CH:20]=3)[CH2:12][C:13]([O:15]CC)=[O:14])=[CH:10][C:5]=2[N:4]=[C:3]1[CH2:26][NH:27][C:28]1[CH:33]=[CH:32][C:31]([C:34](=[NH:36])[NH2:35])=[CH:30][CH:29]=1.[OH-].[Na+]>>[CH3:1][N:2]1[C:6]2[CH:7]=[CH:8][C:9]([N:11]([C:18](=[O:25])[C:19]3[CH:20]=[CH:21][CH:22]=[CH:23][CH:24]=3)[CH2:12][C:13]([OH:15])=[O:14])=[CH:10][C:5]=2[N:4]=[C:3]1[CH2:26][NH:27][C:28]1[CH:33]=[CH:32][C:31]([C:34](=[NH:35])[NH2:36])=[CH:30][CH:29]=1 |f:1.2|.